From a dataset of the Open Reaction Database (ORD), a public repository of structured organic reaction records. describe an organic reaction: reactants, conditions, products, and yield Reactants: CO, CCc1[nH]c(C(=O)Nc2ccc3c(c2)OCCN3Cc2ccc(C(=O)OC)cc2)nc1Cl, [Li+], C1CCOC1, [OH-]. Product: CCc1[nH]c(C(=O)Nc2ccc3c(c2)OCCN3Cc2ccc(C(=O)O)cc2)nc1Cl. RXN SMILES: [CH3:35][OH:36].[Cl:1][c:2]1[n:3][c:4]([C:9](=[O:10])[NH:11][c:12]2[cH:13][c:14]3[c:15]([cH:31][cH:32]2)[N:16]([CH2:20][c:21]2[cH:22][cH:23][c:24]([C:25](=[O:26])[O:27][CH3:28])[cH:29][cH:30]2)[CH2:17][CH2:18][O:19]3)[nH:5][c:6]1[CH2:7][CH3:8].[Li+:33].[O:37]1[CH2:38][CH2:39][CH2:40][CH2:41]1.[OH-:34]>>[Cl:1][c:2]1[n:3][c:4]([C:9](=[O:10])[NH:11][c:12]2[cH:13][c:14]3[c:15]([cH:31][cH:32]2)[N:16]([CH2:20][c:21]2[cH:22][cH:23][c:24]([C:25](=[O:26])[OH:27])[cH:29][cH:30]2)[CH2:17][CH2:18][O:19]3)[nH:5][c:6]1[CH2:7][CH3:8]. The reactants are C=O, O=CO, [Na+], [OH-], C=Cc1ccc(S(=O)(=O)N2CCN(NC3CCN(c4ccncc4)CC3)C(=O)C2)cc1. The product is C=Cc1ccc(S(=O)(=O)N2CCN(N(C)C3CCN(c4ccncc4)CC3)C(=O)C2)cc1. RXN SMILES: [CH2:34]=[O:35].[CH:36]([OH:37])=[O:38].[Na+:33].[OH-:32].[n:1]1[cH:2][cH:3][c:4]([N:7]2[CH2:8][CH2:9][CH:10]([NH:13][N:14]3[C:15](=[O:31])[CH2:16][N:17]([S:20](=[O:21])(=[O:22])[c:23]4[cH:24][cH:25][c:26]([CH:29]=[CH2:30])[cH:27][cH:28]4)[CH2:18][CH2:19]3)[CH2:11][CH2:12]2)[cH:5][cH:6]1>>[n:1]1[cH:2][cH:3][c:4]([N:7]2[CH2:8][CH2:9][CH:10]([N:13]([N:14]3[C:15](=[O:31])[CH2:16][N:17]([S:20](=[O:21])(=[O:22])[c:23]4[cH:24][cH:25][c:26]([CH:29]=[CH2:30])[cH:27][cH:28]4)[CH2:18][CH2:19]3)[CH3:34])[CH2:11][CH2:12]2)[cH:5][cH:6]1. The reactants are C1COCCO1, COC(=O)C1COC(C)(C)O1, [Na+], [OH-]. Yields the product CC1(C)OCC(C(=O)[O-])O1, [Na+]. RXN SMILES: [CH2:14]1[O:15][CH2:16][CH2:17][O:18][CH2:19]1.[CH3:1][C:2]1([CH3:11])[O:3][CH2:4][CH:5]([C:7](=[O:8])[O:9][CH3:10])[O:6]1.[Na+:13].[OH-:12]>>[CH3:1][C:2]1([CH3:11])[O:3][CH2:4][CH:5]([C:7](=[O:8])[O-:9])[O:6]1.[Na+:13]. The reactants are [OH-].[Na+] (sodium hydroxide), C([O-])([O-])=O.[Ca+2] (Calcium carbonate), CN(C(=O)Cl)C (Dimethylcarbamyl chloride), C(CCCCCCC)NC(C)=O (N-octyl acetamide). Solvent: O (water), C1(=CC=CC=C1)C (toluene). Run at time 30 minute. Product: CN(C(C)=NCCCCCCC)C (N,N-Dimethyl-N′-heptyl Ethanimidamide). Isolated yield 52.8%. Reaction SMILES: [CH3:1][N:2](C)[C:3](Cl)=O.[CH2:7]([NH:15][C:16](=O)[CH3:17])[CH2:8][CH2:9][CH2:10][CH2:11][CH2:12][CH2:13]C.[OH-].[Na+].C(=O)([O-])[O-].[Ca+2]>C1(C)C=CC=CC=1.O>[CH3:1][N:2]([CH3:3])[C:16](=[N:15][CH2:7][CH2:8][CH2:9][CH2:10][CH2:11][CH2:12][CH3:13])[CH3:17] |f:2.3,4.5|. Reported procedure: Dimethylcarbamyl chloride (6.86 g, 63.7 mmol) was added slowly to 10.0 g (63.7 mmol) of N-octyl acetamide in 10 mL of dry toluene and the solution was refluxed under a nitrogen atmosphere for 16 h. The volatile materials were removed on a rotary evaporator in vacuo. The residue, dissolved 30 mL of dichloromethane, was stirred vigorously with a solution of 2.55 g (63.7 mmol) of sodium hydroxide in 40 mL of water for 30 min. Calcium carbonate (2.55 g) was added to the mixture and stirring was cont... Reactants: NC1=NC(=NC(=N1)N(C1=CC(=CC=C1)C)C)C(=N)NO (4-amino-N-hydroxy-6-(methyl-3-methylphenyl-amino)-[1,3,5]triazine-2-carboxamidine), ClC1=CC=C(C=N1)C(=O)O (6-Chloropyridine-3-carboxylic acid), S(=O)(Cl)Cl (thionyl chloride), acid chloride, NC1=NC(=NC(=N1)N(C1=CC=CC=C1)C)C(NO)=N (4-amino-N-hydroxy-6-[methyl(phenyl)amino]-1,3,5-triazine-2-carboximidamide). Solvent: N1=CC=CC=C1 (pyridine). Run at time 8 hour. Yields the product ClC1=CC=C(C=N1)C1=NC(=NO1)C1=NC(=NC(=N1)N(C1=CC=CC=C1)C)N (6-[5-(6-Chloropyridin-3-yl)-1,2,4-oxadiazol-3-yl]-2-N-methyl-2-N-phenyl-1,3,5-triazine-2,4-diamine). RXN SMILES: [Cl:1][C:2]1[N:7]=[CH:6][C:5]([C:8]([OH:10])=O)=[CH:4][CH:3]=1.S(Cl)(Cl)=O.[NH2:15][C:16]1[N:21]=[C:20]([N:22]([CH3:29])[C:23]2[CH:28]=[CH:27][CH:26]=[CH:25][CH:24]=2)[N:19]=[C:18]([C:30](=[NH:33])[NH:31]O)[N:17]=1.NC1N=C(N(C)C2C=CC=C(C)C=2)N=C(C(NO)=N)N=1>N1C=CC=CC=1>[Cl:1][C:2]1[N:7]=[CH:6][C:5]([C:8]2[O:10][N:33]=[C:30]([C:18]3[N:19]=[C:20]([N:22]([CH3:29])[C:23]4[CH:28]=[CH:27][CH:26]=[CH:25][CH:24]=4)[N:21]=[C:16]([NH2:15])[N:17]=3)[N:31]=2)=[CH:4][CH:3]=1. Reported procedure: 6-Chloropyridine-3-carboxylic acid (Ig, 6.35 mmol) and thionyl chloride (10 mL, 138 mmol) were heated to reflux for 2 hours. The mixture was concentrated under vacuum and the residue was azeotroped with diethyl ether and evaporated. A portion of this acid chloride (0.75 g, 4.26 mmol) was then added to a solution of 4-amino-N-hydroxy-6-[methyl(phenyl)amino]-1,3,5-triazine-2-carboximidamide (prepared in an analogous manner to Intermediate 1, 0.920 g, 3.55 mmol) in pyridine (12 mL) and the mixture ... The reactants are CN1N=CC(=C1C(NC1=CC=2N(C=C1)N=C(N2)C2=CC=CC=C2)=O)C(=O)O (1-methyl-5-(2-phenyl-[1,2,4]triazolo[1,5-a]pyridin-7-ylcarbamoyl)-1H-pyrazole-4-carboxylic acid), [Cl-].[Li+] (lithium chloride), COCCNCCOC (bis(2-methoxyethyl)amine), C(C)(C)N(CC)C(C)C (diisopropylethylamine), CCCP(=O)=O (propylphosphonic anhydride). Solvent: O1CCCC1 (tetrahydrofurane), C(C)(=O)OCC (ethyl acetate). Reaction conditions: temperature 70 celsius, time 2.5 hour. Product: COCCN(C(=O)C=1C=NN(C1C(=O)NC1=CC=2N(C=C1)N=C(N2)C2=CC=CC=C2)C)CCOC (N4,N4-bis(2-methoxyethyl)-1-methyl-N5-(2-phenyl-[1,2,4]triazolo[1,5-a]pyridin-7-yl)-1H-pyrazole-4,5-dicarboxamide). Isolated yield 84.8%. RXN SMILES: [CH3:1][N:2]1[C:6]([C:7](=[O:24])[NH:8][C:9]2[CH:14]=[CH:13][N:12]3[N:15]=[C:16]([C:18]4[CH:23]=[CH:22][CH:21]=[CH:20][CH:19]=4)[N:17]=[C:11]3[CH:10]=2)=[C:5]([C:25]([OH:27])=O)[CH:4]=[N:3]1.[Cl-].[Li+].[CH3:30][O:31][CH2:32][CH2:33][NH:34][CH2:35][CH2:36][O:37][CH3:38].C(N(C(C)C)CC)(C)C.CCCP(=O)=O>O1CCCC1.C(OCC)(=O)C>[CH3:30][O:31][CH2:32][CH2:33][N:34]([CH2:35][CH2:36][O:37][CH3:38])[C:25]([C:5]1[CH:4]=[N:3][N:2]([CH3:1])[C:6]=1[C:7]([NH:8][C:9]1[CH:14]=[CH:13][N:12]2[N:15]=[C:16]([C:18]3[CH:19]=[CH:20][CH:21]=[CH:22][CH:23]=3)[N:17]=[C:11]2[CH:10]=1)=[O:24])=[O:27] |f:1.2|. Procedure details: A suspension of 1-methyl-5-(2-phenyl-[1,2,4]triazolo[1,5-a]pyridin-7-ylcarbamoyl)-1H-pyrazole-4-carboxylic acid with 1 eq. lithium chloride (80 mg, 0.198 mmol), bis(2-methoxyethyl)amine (87 ul, 0.59 mmole), diisopropylethylamine (104 ul, 0.59 mmol) and propylphosphonic anhydride (50% in ethyl acetate, 291 ul, 0.494 mmol) in tetrahydrofurane (4 ml) is stirred for 2.5 hours at 70° C. giving after 20 min a light yellow solution. The cooled solution is diluted with ethyl acetate, washed once with sa...